From a dataset of the Open Reaction Database (ORD), a public repository of structured organic reaction records. describe an organic reaction: reactants, conditions, products, and yield The reactants are C[Si](C)(C)[N-][Si](C)(C)C, [Cl-], COc1cc2ncnc(Cl)c2cc1OC, CN(C)C(=O)COCC#Cc1cc(Cl)c(N)c2c1OCO2, [NH4+], [Na+], C1CCOC1, CN(C)C=O. Yields the product COc1cc2ncnc(Nc3c(Cl)cc(C#CCOCC(=O)N(C)C)c4c3OCO4)c2cc1OC. As a reaction SMILES: [CH3:1][Si:2]([N-:3][Si:4]([CH3:5])([CH3:6])[CH3:7])([CH3:8])[CH3:9].[Cl-:57].[Cl:37][c:38]1[n:39][cH:40][n:41][c:42]2[cH:43][c:44]([O:50][CH3:51])[c:45]([O:48][CH3:49])[cH:46][c:47]12.[NH2:16][c:17]1[c:18]([Cl:36])[cH:19][c:20]([C:26]#[C:27][CH2:28][O:29][CH2:30][C:31](=[O:32])[N:33]([CH3:34])[CH3:35])[c:21]2[c:22]1[O:23][CH2:24][O:25]2.[NH4+:58].[Na+:10].[O:11]1[CH2:12][CH2:13][CH2:14][CH2:15]1.[O:52]=[CH:53][N:54]([CH3:55])[CH3:56]>>[NH:16]([c:17]1[c:18]([Cl:36])[cH:19][c:20]([C:26]#[C:27][CH2:28][O:29][CH2:30][C:31](=[O:32])[N:33]([CH3:34])[CH3:35])[c:21]2[c:22]1[O:23][CH2:24][O:25]2)[c:38]1[n:39][cH:40][n:41][c:42]2[cH:43][c:44]([O:50][CH3:51])[c:45]([O:48][CH3:49])[cH:46][c:47]12.